Dataset: the Open Reaction Database (ORD), a public repository of structured organic reaction records. Task: describe an organic reaction: reactants, conditions, products, and yield Reactants: CC(C)(C)[O-], Cc1ccccc1, Cl, FC(F)(F)c1cc(Br)cc(C(F)(F)F)c1, [Na+], O=C(C=Cc1ccccc1)C=Cc1ccccc1, O=C(C=Cc1ccccc1)C=Cc1ccccc1, O=C(C=Cc1ccccc1)C=Cc1ccccc1, O, OC1CCNC1, [Pd], [Pd], c1ccc(P(c2ccccc2)c2ccc3ccccc3c2-c2c(P(c3ccccc3)c3ccccc3)ccc3ccccc23)cc1. Yields the product OC1CCN(c2cc(C(F)(F)F)cc(C(F)(F)F)c2)C1. As a reaction SMILES: [CH3:69][C:70]([CH3:71])([O-:72])[CH3:73].[CH3:75][c:76]1[cH:77][cH:78][cH:79][cH:80][cH:81]1.[ClH:16].[F:1][C:2]([c:3]1[cH:4][c:5]([Br:13])[cH:6][c:7]([C:9]([F:10])([F:11])[F:12])[cH:8]1)([F:14])[F:15].[Na+:74].[O:102]=[C:103]([CH:104]=[CH:105][c:106]1[cH:107][cH:108][cH:109][cH:110][cH:111]1)[CH:112]=[CH:113][c:114]1[cH:115][cH:116][cH:117][cH:118][cH:119]1.[O:120]=[C:121]([CH:122]=[CH:123][c:124]1[cH:125][cH:126][cH:127][cH:128][cH:129]1)[CH:130]=[CH:131][c:132]1[cH:133][cH:134][cH:135][cH:136][cH:137]1.[O:84]=[C:85]([CH:86]=[CH:87][c:88]1[cH:89][cH:90][cH:91][cH:92][cH:93]1)[CH:94]=[CH:95][c:96]1[cH:97][cH:98][cH:99][cH:100][cH:101]1.[OH2:138].[OH:17][CH:18]1[CH2:19][NH:20][CH2:21][CH2:22]1.[Pd:82].[Pd:83].[c:23]1([P:24]([c:25]2[cH:26][cH:27][cH:28][cH:29][cH:30]2)[c:31]2[cH:32][cH:33][c:34]3[c:35]([cH:36][cH:37][cH:38][cH:39]3)[c:40]2-[c:41]2[c:42]3[c:43]([cH:44][cH:45][cH:46][cH:47]3)[cH:48][cH:49][c:50]2[P:51]([c:52]2[cH:53][cH:54][cH:55][cH:56][cH:57]2)[c:58]2[cH:59][cH:60][cH:61][cH:62][cH:63]2)[cH:64][cH:65][cH:66][cH:67][cH:68]1>>[F:1][C:2]([c:3]1[cH:4][c:5]([N:20]2[CH2:19][CH:18]([OH:17])[CH2:22][CH2:21]2)[cH:6][c:7]([C:9]([F:10])([F:11])[F:12])[cH:8]1)([F:14])[F:15]. Reactants: COC1=CC=C(CC=2C=C3C(NC=NC3=C3C2C=CC=C3)=O)C=C1 (6-(4-methoxybenzyl)benzo[h]quinazolin-4(3H)-one), IC=1C=NC=CC1 (3-iodopyridine), C([O-])([O-])=O.[Cs+].[Cs+] (cesium carbonate), CN[C@H]1[C@@H](CCCC1)NC (trans-N,N′-dimethylcyclohexane-1,2-diamine), ClC1=CC=C(C=N1)CC=1C=C2C(NC=NC2=C2C1C=CC=C2)=O (6-[(6-chloropyridin-3-yl)methyl]benzo[h]quinazolin-4(3H)-one). Reagents/catalysts: [Cu]I (copper(I) iodide). The solvent is C1CCOC1 (THF), CS(=O)C (DMSO). Conditions: temperature 120 celsius. The product is COC1=CC=C(CC=2C=C3C(NC=NC3=C3C2C=CC=C3)=O)C=C1 (6-(4-methoxybenzyl)benzo[h]quinazolin-4(3H)-one), COC1=CC=C(CC=2C=C3C(N(C=NC3=C3C2C=CC=C3)C=3C=NC=CC3)=O)C=C1 (6-(4-methoxybenzyl)-3-pyridin-3-ylbenzo[h]quinazolin-4(3H)-one). RXN SMILES: Cl[C:2]1[N:7]=[CH:6][C:5](CC2C=C3C(=C4C=CC=CC=24)N=CNC3=O)=[CH:4][CH:3]=1.[CH3:24][O:25][C:26]1[CH:47]=[CH:46][C:29]([CH2:30][C:31]2[CH:32]=[C:33]3[C:38](=[C:39]4[CH:44]=[CH:43][CH:42]=[CH:41][C:40]=24)[N:37]=[CH:36][NH:35][C:34]3=[O:45])=[CH:28][CH:27]=1.IC1C=NC=CC=1.C(=O)([O-])[O-].[Cs+].[Cs+].CN[C@@H]1CCCC[C@H]1NC>C1COCC1.CS(C)=O.[Cu]I>[CH3:24][O:25][C:26]1[CH:27]=[CH:28][C:29]([CH2:30][C:31]2[CH:32]=[C:33]3[C:38](=[C:39]4[CH:44]=[CH:43][CH:42]=[CH:41][C:40]=24)[N:37]=[CH:36][NH:35][C:34]3=[O:45])=[CH:46][CH:47]=1.[CH3:24][O:25][C:26]1[CH:27]=[CH:28][C:29]([CH2:30][C:31]2[CH:32]=[C:33]3[C:38](=[C:39]4[CH:44]=[CH:43][CH:42]=[CH:41][C:40]=24)[N:37]=[CH:36][N:35]([C:5]2[CH:6]=[N:7][CH:2]=[CH:3][CH:4]=2)[C:34]3=[O:45])=[CH:46][CH:47]=1 |f:3.4.5|. Procedure: 6-(4-methoxybenzyl)benzo[h]quinazolin-4(3H)-one was prepared by the same procedure as described for 6-[(6-chloropyridin-3-yl)methyl]benzo[h]quinazolin-4(3H)-one in Example 1. To a solution of 6-(4-methoxybenzyl)benzo[h]quinazolin-4(3H)-one (0.030 g, 0.095 mmol) and 3-iodopyridine (0.058 g, 0.28 mmol) in 2 mL of THF and 1 mL of DMSO under an atmosphere of nitrogen was added cesium carbonate (0.19 mL, 1 N aqueous, 0.19 mmol), trans-N,N′-dimethylcyclohexane-1,2-diamine (1.3 mg, 0.0095 mmol), and co... The reactants are BrC[C@H](CCBr)O ((S)-1,4-dibromo-2-butanol), N1C=NC=C1 (imidazole), C(C)(C)(C)[Si](C1=CC=CC=C1)(C1=CC=CC=C1)Cl (tert-butylchlorodiphenylsilane), N1C=NC=C1 (imidazole), C(C)(C)(C)[Si](C1=CC=CC=C1)(C1=CC=CC=C1)Cl (tert-butylchlorodiphenylsilane), O (water). Run in CN(C=O)C (N,N-dimethylformamide). Conditions: time 13 hour. Yields the product BrCC[C@H](O[Si](C1=CC=CC=C1)(C1=CC=CC=C1)C(C)(C)C)CBr (((S)-3-bromo-1-bromomethyl-propoxy)-tert-butyldiphenylsilane). RXN SMILES: [Br:1][CH2:2][C@@H:3]([OH:7])[CH2:4][CH2:5][Br:6].N1C=CN=C1.[C:13]([Si:17](Cl)([C:24]1[CH:29]=[CH:28][CH:27]=[CH:26][CH:25]=1)[C:18]1[CH:23]=[CH:22][CH:21]=[CH:20][CH:19]=1)([CH3:16])([CH3:15])[CH3:14].O>CN(C)C=O>[Br:6][CH2:5][CH2:4][C@@H:3]([CH2:2][Br:1])[O:7][Si:17]([C:13]([CH3:16])([CH3:15])[CH3:14])([C:24]1[CH:25]=[CH:26][CH:27]=[CH:28][CH:29]=1)[C:18]1[CH:23]=[CH:22][CH:21]=[CH:20][CH:19]=1. Reported procedure: To a solution of (S)-1,4-dibromo-2-butanol (5.0 g) in N,N-dimethylformamide (30 mL) were added imidazole (1.91 g) and tert-butylchlorodiphenylsilane (7.1 mL) under ice-cooling, followed by stirring the mixture at room temperature for 13 hours. To the reaction mixture were further added imidazole (0.59 g) and tert-butylchlorodiphenylsilane (1.77 mL), followed by stirring the mixture at room temperature for 7 hours To the reaction mixture was added water, followed by extraction with ethyl acetate....